This data is from the Open Reaction Database (ORD), a public repository of structured organic reaction records. The task is: describe an organic reaction: reactants, conditions, products, and yield Reactants: O(O)C1(CCCCC1)OO (1,1-dihydroperoxycyclohexane), C1(=CC=C(C=C1)S(=O)(=O)O)C (p-toluene sulfonic acid), C(C)OC(C)=O (ethylacetate), C(=C)OCC(C)C (isobutyl vinyl ether). Procedure details: To a stirred solution of 30 g of 1,1-dihydroperoxycyclohexane in ethylacetate was added 0.4 g p-toluene sulfonic acid. Then 19.6 g isobutyl vinyl ether were added in 10 min, the reaction temperature being kept at 20° C. by cooling with an ice-water bath. The mixture was stirred for 60 min. The mixture was washed with sodium bicarbonate solution and dried on MgSO4. Yield 35 g of product with an active oxygen content of 6.75% Chemical yield:67%. Run at time 60 minute. Product: C(C(C)C)OC(C)OOC1(CCCCC1)OOC(C)OCC(C)C (1,1-bis(1-isobutoxyethylperoxy)cyclohexane). RXN SMILES: [O:1]([C:3]1([O:9][OH:10])[CH2:8][CH2:7][CH2:6][CH2:5][CH2:4]1)[OH:2].[C:11]1([CH3:21])[CH:16]=CC(S(O)(=O)=O)=C[CH:12]=1.[CH:22]([O:24][CH2:25][CH:26]([CH3:28])[CH3:27])=[CH2:23].[CH2:29]([O:31]C(=O)C)[CH3:30]>>[CH2:25]([O:24][CH:22]([O:2][O:1][C:3]1([O:9][O:10][CH:29]([O:31][CH2:16][CH:11]([CH3:12])[CH3:21])[CH3:30])[CH2:8][CH2:7][CH2:6][CH2:5][CH2:4]1)[CH3:23])[CH:26]([CH3:28])[CH3:27]. The yield is 67.0%.